Dataset: the Open Reaction Database (ORD), a public repository of structured organic reaction records. Task: describe an organic reaction: reactants, conditions, products, and yield Starting materials: CC(C)[S-], CC#N, O=[N+]([O-])c1ccccc1CCl, [Na+]. Yields the product CC(C)SCc1ccccc1[N+](=O)[O-]. As a reaction SMILES: [CH3:12][CH:13]([CH3:14])[S-:15].[CH3:17][C:18]#[N:19].[N+:1](=[O:2])([O-:3])[c:4]1[c:5]([CH2:6][Cl:7])[cH:8][cH:9][cH:10][cH:11]1.[Na+:16]>>[N+:1](=[O:2])([O-:3])[c:4]1[c:5]([CH2:6][S:15][CH:13]([CH3:12])[CH3:14])[cH:8][cH:9][cH:10][cH:11]1. The reactants are CS(=O)(=O)OCC1COc2ccccc2O1, CC#N, Fc1ccc2c(C3CCNCC3)noc2c1, [K+], [K+], O=C([O-])[O-]. Yields the product Fc1ccc2c(C3CCN(CC4COc5ccccc5O4)CC3)noc2c1. Reaction SMILES: [CH3:23][S:24]([O:25][CH2:28][CH:29]1[CH2:30][O:31][c:32]2[c:33]([cH:35][cH:36][cH:37][cH:38]2)[O:34]1)(=[O:26])=[O:27].[CH3:39][C:40]#[N:41].[F:1][c:2]1[cH:3][c:4]2[c:5]([c:6]([CH:9]3[CH2:10][CH2:11][NH:12][CH2:13][CH2:14]3)[n:7][o:8]2)[cH:15][cH:16]1.[K+:17].[K+:18].[O-:19][C:20]([O-:21])=[O:22]>>[F:1][c:2]1[cH:3][c:4]2[c:5]([c:6]([CH:9]3[CH2:10][CH2:11][N:12]([CH2:28][CH:29]4[CH2:30][O:31][c:32]5[c:33]([cH:35][cH:36][cH:37][cH:38]5)[O:34]4)[CH2:13][CH2:14]3)[n:7][o:8]2)[cH:15][cH:16]1. The reactants are CS(C)=O, NCCOc1ccc(F)cc1, O, O=C(Nc1cccc2c1CC(O)CC2)Oc1ccccc1. The product is O=C(NCCOc1ccc(F)cc1)Nc1cccc2c1CC(O)CC2. As a reaction SMILES: [CH3:34][S:35]([CH3:36])=[O:37].[F:1][c:2]1[cH:3][cH:4][c:5]([O:6][CH2:7][CH2:8][NH2:9])[cH:10][cH:11]1.[OH2:33].[c:12]1([O:18][C:19](=[O:13])[NH:20][c:21]2[cH:22][cH:23][cH:24][c:25]3[c:30]2[CH2:29][CH:28]([OH:31])[CH2:27][CH2:26]3)[cH:14][cH:15][cH:16][cH:17][cH:32]1>>[F:1][c:2]1[cH:3][cH:4][c:5]([O:6][CH2:7][CH2:8][NH:9][C:19](=[O:18])[NH:20][c:21]2[cH:22][cH:23][cH:24][c:25]3[c:30]2[CH2:29][CH:28]([OH:31])[CH2:27][CH2:26]3)[cH:10][cH:11]1. Reactants: [H-].[Al+3].[Li+].[H-].[H-].[H-] (lithium aluminum hydride), O1CCCC1 (tetrahydrofuran), C(CC)(=O)C1C(C2=CC=CC=C2C1)N (2-propionyl aminoindane), [H-].[Al+3].[Li+].[H-].[H-].[H-] (lithium aluminum hydride), [Cl-].[NH4+] (ammonium chloride), O1CCCC1 (tetrahydrofuran). The product is C(CC)NC1CC2=CC=CC=C2C1 (2-propylaminoindane). As a reaction SMILES: [H-].[Al+3].[Li+].[H-].[H-].[H-].C([CH:11]1[CH2:19][C:18]2[C:13](=[CH:14][CH:15]=[CH:16][CH:17]=2)[CH:12]1N)(=O)CC.[Cl-].[NH4+:22].O1C[CH2:26][CH2:25][CH2:24]1>>[CH2:24]([NH:22][CH:11]1[CH2:12][C:13]2[C:18](=[CH:17][CH:16]=[CH:15][CH:14]=2)[CH2:19]1)[CH2:25][CH3:26] |f:0.1.2.3.4.5,7.8|. Procedure: In 100 ml of tetrahydrofuran was suspended 5.7 g of lithium aluminum hydride, and to the suspension was added dropwise 18.9 g of 2-propionyl aminoindane dissolved in 150 ml of tetrahydrofuran. The mixture was refluxed under heating for 2 hours. After cooling, excessive lithium aluminum hydride was treated with a saturated ammonium chloride aqueous solution, and insolubles were removed by filtration. The filtrate was condensed, and chloroform was added to the residue. After the mixture was washed...